This data is from the Open Reaction Database (ORD), a public repository of structured organic reaction records. The task is: describe an organic reaction: reactants, conditions, products, and yield Starting materials: C(I)C1CO1 (epiiodohydrin), CC(C)([O-])C.[K+] (potassium tert-butoxide), ClC=1C=NC(NC1)=S (5-chloropyrimidine-2-thione), CC(C)([O-])C.[K+] (potassium tert-butoxide). Run in CN(C)C=O (DMF). Yields the product O1C(CSC2=NC=C(C=N2)Cl)C1 (2-(2,3-Epoxypropyl)thio-5-chloropyrimidine). Isolated yield 29.0%. As a reaction SMILES: [Cl:1][C:2]1[CH:3]=[N:4][C:5](=[S:8])[NH:6][CH:7]=1.[CH3:9][C:10](C)([O-:12])[CH3:11].[K+].C(C1OC1)I>CN(C=O)C>[O:12]1[CH2:11][CH:10]1[CH2:9][S:8][C:5]1[N:6]=[CH:7][C:2]([Cl:1])=[CH:3][N:4]=1 |f:1.2|. Reported procedure: A mixture of 5-chloropyrimidine-2-thione (6.9 mmol) and potassium tert-butoxide (6.9 mmol) was stirred together in anhydrous DMF (40 ml) for 5 min before epiiodohydrin (6.9 mmol) was added. The mixture was stirred at 80° C. for 7 h while small portions of potassium tert-butoxide were added from time to time to maintain a strong basic solution. The solvent was then removed at reduced pressure, the residue triturated with water (50 ml), the insoluble material extracted with chloroform and the drie...